Dataset: the Open Reaction Database (ORD), a public repository of structured organic reaction records. Task: describe an organic reaction: reactants, conditions, products, and yield The reactants are solution, Cl (hydrogen chloride), C(#N)C=1C(=NC=CC1)CN1C(=O)N(C=2N=C(N(C2C1=O)CC#CC)N1C[C@@H](CCC1)N)C (1-[(3-cyano-pyridin-2-yl)methyl]-3-methyl-7-(2-butyn-1-yl)-8-[(R)-3-amino-piperidin-1-yl]-xanthine). The solvent is C(C)(C)O (isopropanol), CO (methanol). The product is Cl.C(#N)C=1C(=NC=CC1)CN1C(=O)N(C=2N=C(N(C2C1=O)CC#CC)N1C[C@@H](CCC1)N)C (1-[(3-cyano-pyridin-2-yl)methyl]-3-methyl-7-(2-butyn-1-yl)-8-[(R)-3-amino-piperidin-1-yl]-xanthine monohydrochloride). As a reaction SMILES: [C:1]([C:3]1[C:4]([CH2:9][N:10]2[C:19](=[O:20])[C:18]3[N:17]([CH2:21][C:22]#[C:23][CH3:24])[C:16]([N:25]4[CH2:30][CH2:29][CH2:28][C@@H:27]([NH2:31])[CH2:26]4)=[N:15][C:14]=3[N:13]([CH3:32])[C:11]2=[O:12])=[N:5][CH:6]=[CH:7][CH:8]=1)#[N:2].[ClH:33]>CO.C(O)(C)C>[ClH:33].[C:1]([C:3]1[C:4]([CH2:9][N:10]2[C:19](=[O:20])[C:18]3[N:17]([CH2:21][C:22]#[C:23][CH3:24])[C:16]([N:25]4[CH2:30][CH2:29][CH2:28][C@@H:27]([NH2:31])[CH2:26]4)=[N:15][C:14]=3[N:13]([CH3:32])[C:11]2=[O:12])=[N:5][CH:6]=[CH:7][CH:8]=1)#[N:2] |f:4.5|. Procedure details: 5.00 g of 1-[(3-cyano-pyridin-2-yl)methyl]-3-methyl-7-(2-butyn-1-yl)-8-[(R)-3-amino-piperidin-1-yl]-xanthine base are dissolved in 50 ml of methanol. Then 3.0 ml of a 3.9 molar solution of hydrogen chloride in isopropanol are added. The solvent is distilled off and the residue is suspended in 40 ml ethyl acetate and refluxed, during which time a precipitate is formed. It is cooled to ambient temperature, the precipitate is filtered off and washed with a little ethyl acetate and dried. The reactants are Cl (hydrochloric acid), ClC1=CC(=NC=N1)C(=O)N1C(CC2=CC=C(C=C12)F)CC ((6-chloro-pyrimidin-4-yl)-(2-ethyl-6-fluoro-2,3-dihydro-indol-1-yl)-methanone), NC=1C=C2CC3(C(NC4=NC=CC=C43)=O)CC2=CC1 (5-amino-1,3-dihydrospiro[indene-2,3′-pyrrolo[2,3-b]pyridin]-2′(1′H)-one). Run in CC(CCC)O (2-pentanol). The product is C(C)C1N(C2=CC(=CC=C2C1)F)C(=O)C1=CC(=NC=N1)NC=1C=C2CC3(C(NC4=NC=CC=C43)=O)CC2=CC1 (5-(6-(2-ethyl-6-fluorindoline-1-carbonyl)pyrimidin-4-ylamino)-1,3-dihydrospiro[indene-2,3′-pyrrolo[2,3-b]pyridin]-2′(1′H)-one). Reaction SMILES: Cl.Cl[C:3]1[N:8]=[CH:7][N:6]=[C:5]([C:9]([N:11]2[C:19]3[C:14](=[CH:15][CH:16]=[C:17]([F:20])[CH:18]=3)[CH2:13][CH:12]2[CH2:21][CH3:22])=[O:10])[CH:4]=1.[NH2:23][C:24]1[CH:25]=[C:26]2[C:39](=[CH:40][CH:41]=1)[CH2:38][C:28]1([C:36]3[C:31](=[N:32][CH:33]=[CH:34][CH:35]=3)[NH:30][C:29]1=[O:37])[CH2:27]2>CC(O)CCC>[CH2:21]([CH:12]1[CH2:13][C:14]2[C:19](=[CH:18][C:17]([F:20])=[CH:16][CH:15]=2)[N:11]1[C:9]([C:5]1[N:6]=[CH:7][N:8]=[C:3]([NH:23][C:24]2[CH:25]=[C:26]3[C:39](=[CH:40][CH:41]=2)[CH2:38][C:28]2([C:36]4[C:31](=[N:32][CH:33]=[CH:34][CH:35]=4)[NH:30][C:29]2=[O:37])[CH2:27]3)[CH:4]=1)=[O:10])[CH3:22]. Reported procedure: 63 μL (0.25 mmol) 4M aqueous hydrochloric acid were added to 516 mg (2.00 mmol) (6-chloro-pyrimidin-4-yl)-(2-ethyl-6-fluoro-2,3-dihydro-indol-1-yl)-methanone and 611 mg (2.00 mmol) 5-amino-1,3-dihydrospiro[indene-2,3′-pyrrolo[2,3-b]pyridin]-2′(1′H)-one in 10 mL of 2-pentanol. The reaction mixture was refluxed for 6 h. The reaction mixture was evaporated down using the rotary evaporator and the residue was taken up in DMF. The purification was carried out by preparative HPLC. The product fraction... The reactants are ClCCl, CNC1(C#N)CN(C(c2ccccc2)c2ccccc2)C1, O=S(=O)(O)O. Yields the product CNC1(C(N)=O)CN(C(c2ccccc2)c2ccccc2)C1. As a reaction SMILES: [CH2:27]([Cl:28])[Cl:29].[CH:1]([c:2]1[cH:3][cH:4][cH:5][cH:6][cH:7]1)([c:8]1[cH:9][cH:10][cH:11][cH:12][cH:13]1)[N:14]1[CH2:15][C:16]([C:18]#[N:19])([NH:20][CH3:21])[CH2:17]1.[S:22]([OH:23])(=[O:24])(=[O:25])[OH:26]>>[CH:1]([c:2]1[cH:3][cH:4][cH:5][cH:6][cH:7]1)([c:8]1[cH:9][cH:10][cH:11][cH:12][cH:13]1)[N:14]1[CH2:15][C:16]([C:18]([NH2:19])=[O:23])([NH:20][CH3:21])[CH2:17]1.